From a dataset of the Open Reaction Database (ORD), a public repository of structured organic reaction records. describe an organic reaction: reactants, conditions, products, and yield The reactants are CC(C)CN(OCc1ccccc1)C(=O)Nc1ccccc1, CCO, O=C[O-], [NH4+]. The product is CC(C)CN(O)C(=O)Nc1ccccc1. RXN SMILES: [CH2:5]([c:6]1[cH:7][cH:8][cH:9][cH:10][cH:11]1)[O:12][N:13]([C:14](=[O:15])[NH:16][c:17]1[cH:18][cH:19][cH:20][cH:21][cH:22]1)[CH2:23][CH:24]([CH3:25])[CH3:26].[CH3:27][CH2:28][OH:29].[CH:1]([O-:2])=[O:3].[NH4+:4]>>[OH:12][N:13]([C:14](=[O:15])[NH:16][c:17]1[cH:18][cH:19][cH:20][cH:21][cH:22]1)[CH2:23][CH:24]([CH3:25])[CH3:26]. Reactants: OC=1C=C(C=O)C=CC1CC(=O)O (3-hydroxy-4-carboxymethylbenzaldehyde), C(CC)N (propylamine), ClC1=NS(C2=C(N1C)C=CC=C2)(=O)=O (3-chloro-4-methyl-1,2,4-benzothiadiazine-1,1-dioxide). The product is C(=O)(O)CC1=C(OCCCN)C=C(C=C1)CN1CCCCC1 (3-[2-Carboxymethyl-5-(piperidinomethyl)phenoxy]propylamine), 3-[N-[3-[2-carboxymethyl-5-(piperidinomethyl)phenoxypropyl]-N-(4-methoxybenzyl)]amino]-4-methyl-1,2,4-benzothiadiazine-1,1-dioxide. Yield: 24.0%. Reaction SMILES: [OH:1][C:2]1[CH:3]=[C:4]([CH:7]=[CH:8][C:9]=1[CH2:10][C:11]([OH:13])=[O:12])[CH:5]=O.[CH2:14]([NH2:17])[CH2:15][CH3:16].ClC1[N:24](C)[C:23]2[CH:26]=[CH:27][CH:28]=[CH:29]C=2S(=O)(=O)N=1>>[C:11]([CH2:10][C:9]1[CH:8]=[CH:7][C:4]([CH2:5][N:24]2[CH2:23][CH2:26][CH2:27][CH2:28][CH2:29]2)=[CH:3][C:2]=1[O:1][CH2:16][CH2:15][CH2:14][NH2:17])([OH:13])=[O:12]. Procedure details: 3-[2-Carboxymethyl-5-(piperidinomethyl)phenoxy]propylamine was prepared by the same procedures as in Reference Example 1 and Example 1 using 3-hydroxy-4-carboxymethylbenzaldehyde in place of the 3-hydroxybenzaldehyde used in Reference Example 1. This propylamine was reacted with the 3-chloro-4-methyl-1,2,4-benzothiadiazine-1,1-dioxide obtained in Reference Example 4 in the same manner as in Example 1. The reaction mixture was purified by silica gel column chromatography using chloroform:methanol... The reactants are CC1(C=2C=CC(=CC2C(CC1)(C)C)C(=O)OC1=C(C=C(C(=O)OCC)C=C1)C)C (Ethyl 4-(5,5,8,8-tetramethyl-5,6,7,8-tetrahydro-2-naphthoyloxy)-3-methylbenzoate), OC1=C(C=C(C(=O)OCC)C=C1)C (ethyl 4-hydroxy-3-methylbenzoate). Yields the product CC1(C=2C=CC(=CC2C(CC1)(C)C)C(=O)OC1=CC=C(C(=O)OCC)C=C1)C (Ethyl 4-(5,5,8,8-tetramethyl-5,6,7,8-tetrahydro-2-naphthoyloxy)benzoate). Reaction SMILES: [CH3:1][C:2]1([CH3:29])[CH2:11][CH2:10][C:9]([CH3:13])([CH3:12])[C:8]2[CH:7]=[C:6]([C:14]([O:16][C:17]3[CH:27]=[CH:26][C:20]([C:21]([O:23][CH2:24][CH3:25])=[O:22])=[CH:19][C:18]=3C)=[O:15])[CH:5]=[CH:4][C:3]1=2.OC1C=CC(C(OCC)=O)=CC=1C>>[CH3:29][C:2]1([CH3:1])[CH2:11][CH2:10][C:9]([CH3:12])([CH3:13])[C:8]2[CH:7]=[C:6]([C:14]([O:16][C:17]3[CH:18]=[CH:19][C:20]([C:21]([O:23][CH2:24][CH3:25])=[O:22])=[CH:26][CH:27]=3)=[O:15])[CH:5]=[CH:4][C:3]1=2. Procedure: Ethyl 4-(5,5,8,8-tetramethyl-5,6,7,8-tetrahydro-2-naphthoyloxy)-3-methylbenzoate-Using ethyl 4-hydroxy-3-methylbenzoate, the title compound was synthesized as a white solid. PMR (CDCl3): δ 1.34 (6H, s), 1.36 (6H, s), 1.41 (3H, t, J~7.2 Hz), 1.74 (4H, s), 2.30 (3H, s), 4.39 (2H, t, J~7.2 Hz), 7.22 (1H, d, J~8.4 Hz), 7.47 (1H, d, J~8.3 Hz), 7.94-8.04 (3H, m), 8.19 (1H, d, J~1.7 Hz). Starting materials: NC=1C=C2C=NN(C2=CC1)C1=CC=C(C=C1)N (5-amino-1-(4-aminophenyl)indazole), CN1C=CC2=CC(=CC=C12)C(=O)O (1-methylindole-5-carboxylic acid). Product: CN1C=CC2=CC(=CC=C12)C(=O)NC1=CC=C(C=C1)N1N=CC2=CC(=CC=C12)NC(=O)C=1C=C2C=CN(C2=CC1)C (1-Methyl-N-(4-(5-(1-methyl-1H-indole-5-carboxamido)-1H-indazol-1-yl)phenyl)-1H-indole-5-carboxamide). Reaction SMILES: [NH2:1][C:2]1[CH:3]=[C:4]2[C:8](=[CH:9][CH:10]=1)[N:7]([C:11]1[CH:16]=[CH:15][C:14]([NH2:17])=[CH:13][CH:12]=1)[N:6]=[CH:5]2.[CH3:18][N:19]1[C:27]2[C:22](=[CH:23][C:24]([C:28]([OH:30])=O)=[CH:25][CH:26]=2)[CH:21]=[CH:20]1>>[CH3:18][N:19]1[C:27]2[C:22](=[CH:23][C:24]([C:28]([NH:17][C:14]3[CH:15]=[CH:16][C:11]([N:7]4[C:8]5[C:4](=[CH:3][C:2]([NH:1][C:28]([C:24]6[CH:23]=[C:22]7[C:27](=[CH:26][CH:25]=6)[N:19]([CH3:18])[CH:20]=[CH:21]7)=[O:30])=[CH:10][CH:9]=5)[CH:5]=[N:6]4)=[CH:12][CH:13]=3)=[O:30])=[CH:25][CH:26]=2)[CH:21]=[CH:20]1. Procedure: Compound 1004 was prepared according to the procedure described in Scheme IV from 5-amino-1-(4-aminophenyl)indazole and 1-methylindole-5-carboxylic acid. [M+H]+ calcd for C33H26N6O2: 539.21; found: 539.11. Procedure details: Then a solution of the 1-hexyl-3-ethoxycarbonyl-4-hydroxy-6-methyl-2(1H)-quinolinone (12.4 g) in dichloromethane (50 ml ) and methanol (10 ml) was treated with excess diazomethane in ether for 10 mins. This solution was then evaporated. The crude methylation product upon chromatography on silica gel yielded 1-hexyl-3-ethoxycarbonyl-4-methoxy-6-methyl-2(1H)-quinolinone (11.5 g). The 1-hexyl-3-ethoxycarbonyl-4-methoxy-6-methyl-2(1H)-quinolinone (7.13 g) in dry toluene (80 ml) was cooled to -78° C.... Reaction conditions: temperature -78 celsius, time 2.5 hour. Reactants: [Cl-].[NH4+] (ammonium chloride), solution, [H-].C(C(C)C)[Al+]CC(C)C (di-isobutyl aluminum hydride), C(CCCCC)N1C(C(=C(C2=CC(=CC=C12)C)OC)C(=O)OCC)=O (1-hexyl-3-ethoxycarbonyl-4-methoxy-6-methyl-2(1H)-quinolinone). Product: C(CCCCC)N1C(C(=C(C2=CC(=CC=C12)C)OC)C=O)=O (1-hexyl- 3-formyl-4-methoxy-6-methyl-2(1H)-quinolinone). Reaction SMILES: [CH2:1]([N:7]1[C:16]2[C:11](=[CH:12][C:13]([CH3:17])=[CH:14][CH:15]=2)[C:10]([O:18][CH3:19])=[C:9]([C:20](OCC)=[O:21])[C:8]1=[O:25])[CH2:2][CH2:3][CH2:4][CH2:5][CH3:6].[H-].C([Al+]CC(C)C)C(C)C.[Cl-].[NH4+]>C1(C)C=CC=CC=1>[CH2:1]([N:7]1[C:16]2[C:11](=[CH:12][C:13]([CH3:17])=[CH:14][CH:15]=2)[C:10]([O:18][CH3:19])=[C:9]([CH:20]=[O:21])[C:8]1=[O:25])[CH2:2][CH2:3][CH2:4][CH2:5][CH3:6] |f:1.2,3.4|. Run in C1(=CC=CC=C1)C (toluene). Starting materials: COC(C)N1C(=O)N(C=2N=CNC2C1=O)C (1-methoxyethyl-3-methylxanthine), ClCCCCP(OCC)(=O)OCC (diethyl 4-chlorobutanephosphonate). The product is COC(C)N1C(=O)N(C=2N=CN(C2C1=O)CCCCP(OCC)(OCC)=O)C (Diethyl [4-(1-methoxyethyl-3-methylxanthin-7-yl)butyl]phosphonate). RXN SMILES: [CH3:1][O:2][CH:3]([N:5]1[C:14](=[O:15])[C:13]2[NH:12][CH:11]=[N:10][C:9]=2[N:8]([CH3:16])[C:6]1=[O:7])[CH3:4].Cl[CH2:18][CH2:19][CH2:20][CH2:21][P:22]([O:27][CH2:28][CH3:29])(=[O:26])[O:23][CH2:24][CH3:25]>>[CH3:1][O:2][CH:3]([N:5]1[C:14](=[O:15])[C:13]2[N:12]([CH2:18][CH2:19][CH2:20][CH2:21][P:22](=[O:26])([O:27][CH2:28][CH3:29])[O:23][CH2:24][CH3:25])[CH:11]=[N:10][C:9]=2[N:8]([CH3:16])[C:6]1=[O:7])[CH3:4]. Procedure: The title substance was prepared from 1-methoxyethyl-3-methylxanthine and diethyl 4-chlorobutanephosphonate analogously to Example 4 and crystallized from diisopropyl ether. Starting materials: CC1CN(C(=O)OC(C)(C)C)CC2Cc3ccc(Br)nc3N12, [Li]C(C)(C)C, CCOCC, CC(=O)CCCCl. Product: CC1CN(C(=O)OC(C)(C)C)CC2Cc3ccc(C(C)(O)CCCCl)nc3N12. As a reaction SMILES: [C:1]([CH3:2])([CH3:3])([CH3:4])[O:5][C:6](=[O:7])[N:8]1[CH2:9][CH:10]2[CH2:11][c:12]3[cH:13][cH:14][c:15]([Br:22])[n:16][c:17]3[N:18]2[CH:19]([CH3:21])[CH2:20]1.[C:23]([Li:24])([CH3:25])([CH3:26])[CH3:27].[CH3:35][CH2:36][O:37][CH2:38][CH3:39].[Cl:28][CH2:29][CH2:30][CH2:31][C:32]([CH3:33])=[O:34]>>[C:1]([CH3:2])([CH3:3])([CH3:4])[O:5][C:6](=[O:7])[N:8]1[CH2:9][CH:10]2[CH2:11][c:12]3[cH:13][cH:14][c:15]([C:32]([CH2:31][CH2:30][CH2:29][Cl:28])([CH3:33])[OH:34])[n:16][c:17]3[N:18]2[CH:19]([CH3:21])[CH2:20]1.